Dataset: the Open Reaction Database (ORD), a public repository of structured organic reaction records. Task: describe an organic reaction: reactants, conditions, products, and yield Reactants: CCOC(C)=O, Cl, CC(C)(C)OC(=O)NC1CCN(C(=O)Cc2ccc(OC(F)(F)F)cc2)C1. Yields the product Cl, NC1CCN(C(=O)Cc2ccc(OC(F)(F)F)cc2)C1. As a reaction SMILES: [CH3:29][CH2:30][O:31][C:32](=[O:33])[CH3:34].[ClH:28].[F:1][C:2]([O:3][c:4]1[cH:5][cH:6][c:7]([CH2:10][C:11](=[O:12])[N:13]2[CH2:14][CH:15]([NH:18][C:19](=[O:20])[O:21][C:22]([CH3:23])([CH3:24])[CH3:25])[CH2:16][CH2:17]2)[cH:8][cH:9]1)([F:26])[F:27]>>[ClH:28].[F:1][C:2]([O:3][c:4]1[cH:5][cH:6][c:7]([CH2:10][C:11](=[O:12])[N:13]2[CH2:14][CH:15]([NH2:18])[CH2:16][CH2:17]2)[cH:8][cH:9]1)([F:26])[F:27].